Task: describe an organic reaction: reactants, conditions, products, and yield. Dataset: the Open Reaction Database (ORD), a public repository of structured organic reaction records Reactants: C(C)(C)(C)C=1C=C(C=CC1O)CCC(=O)O (3-(3-tert-butyl-4-hydroxy-phenyl)-propionic acid), ice water, C(=O)C=O (glyoxal), Cl (hydrochloric acid). Run in C(C)(=O)O (acetic acid). Product: C(C)(C)(C)C1=CC(=CC=2CC(OC21)=O)CCC(=O)O (3-(7-tert-Butyl-2-oxo-2,3-dihydro-benzofuran-5-yl)-propionic acid). Reaction SMILES: [C:1]([C:5]1[CH:6]=[C:7]([CH2:12][CH2:13][C:14]([OH:16])=[O:15])[CH:8]=[CH:9][C:10]=1[OH:11])([CH3:4])([CH3:3])[CH3:2].[CH:17]([CH:19]=O)=[O:18].Cl>C(O)(=O)C>[C:1]([C:5]1[C:10]2[O:11][C:17](=[O:18])[CH2:19][C:9]=2[CH:8]=[C:7]([CH2:12][CH2:13][C:14]([OH:16])=[O:15])[CH:6]=1)([CH3:4])([CH3:2])[CH3:3]. Procedure details: 66.7 g (0.3 mol) of 3-(3-tert-butyl-4-hydroxy-phenyl)-propionic acid (prepared analogously to the method described in JP-A2-63/227542) in 58 g (0.4 mol) of aqueous glyoxal solution (40% by weight) and 3 ml of hydrochloric acid (32% by weight) are heated at reflux in 200 ml of acetic acid for 6 hours. The mixture is then poured into 600 ml of ice-water and the precipitate is filtered off. The filter residue is washed with water and then dried at 60° C. g. Recrystallisation from toluene results in... Reactants: CCCCCCCCC=CCCCCCCCC(=O)OCCN, CC1(C)OCC(C)(C)C(C(=O)NCCC(=O)O)O1. Yields the product CCCCCCCCC=CCCCCCCCC(=O)OCCNC(=O)CCNC(=O)C1OC(C)(C)OCC1(C)C. RXN SMILES: [C:1]([CH2:2][CH2:3][CH2:4][CH2:5][CH2:6][CH2:7][CH2:8][CH:9]=[CH:10][CH2:11][CH2:12][CH2:13][CH2:14][CH2:15][CH2:16][CH2:17][CH3:18])(=[O:19])[O:20][CH2:21][CH2:22][NH2:23].[CH3:24][C:25]1([CH3:41])[O:26][CH2:27][C:28]([CH3:39])([CH3:40])[CH:29]([C:31](=[O:32])[NH:33][CH2:34][CH2:35][C:36](=[O:37])[OH:38])[O:30]1>>[C:1]([CH2:2][CH2:3][CH2:4][CH2:5][CH2:6][CH2:7][CH2:8][CH:9]=[CH:10][CH2:11][CH2:12][CH2:13][CH2:14][CH2:15][CH2:16][CH2:17][CH3:18])(=[O:19])[O:20][CH2:21][CH2:22][NH:23][C:36]([CH2:35][CH2:34][NH:33][C:31]([CH:29]1[C:28]([CH3:39])([CH3:40])[CH2:27][O:26][C:25]([CH3:24])([CH3:41])[O:30]1)=[O:32])=[O:37]. Starting materials: COc1ccc(C(=O)c2c(Cc3ccc(Br)cc3)oc(C)c2C)cc1C1CCCC1, ClCCl. Product: Cc1oc(Cc2ccc(Br)cc2)c(C(=O)c2ccc(O)c(C3CCCC3)c2)c1C. As a reaction SMILES: [Br:1][c:2]1[cH:3][cH:4][c:5]([CH2:6][c:7]2[o:8][c:9]([CH3:28])[c:10]([CH3:27])[c:11]2[C:12](=[O:13])[c:14]2[cH:15][c:16]([CH:22]3[CH2:23][CH2:24][CH2:25][CH2:26]3)[c:17]([O:20][CH3:21])[cH:18][cH:19]2)[cH:29][cH:30]1.[Cl:31][CH2:32][Cl:33]>>[Br:1][c:2]1[cH:3][cH:4][c:5]([CH2:6][c:7]2[o:8][c:9]([CH3:28])[c:10]([CH3:27])[c:11]2[C:12](=[O:13])[c:14]2[cH:15][c:16]([CH:22]3[CH2:23][CH2:24][CH2:25][CH2:26]3)[c:17]([OH:20])[cH:18][cH:19]2)[cH:29][cH:30]1.